The task is: describe an organic reaction: reactants, conditions, products, and yield. This data is from the Open Reaction Database (ORD), a public repository of structured organic reaction records. Starting materials: Cl (HCl), O=C1N2C(=NC=3C=CC(=CC13)C(=O)O)CCC2 (1,2,3,9-tetrahydro-9-oxo-pyrrolo[2,1-b]quinazoline-7-carboxylic acid), CC1=C(C=O)C=CC=C1 (2-methyl-benzaldehyde), C[O-].[Na+] (sodium methoxide). The solvent is CO (methanol). Conditions: time 48 hour. Yields the product CC1=C(C=C2CCN3C2=NC=2C=CC(=CC2C3=O)C(=O)O)C=CC=C1 (3-(2-methyl-benzylidene)-1,2,3,9-tetrahydro-9-oxo-pyrrolo[2,1-b]quinazoline-7-carboxylic acid). Isolated yield 59.4%. As a reaction SMILES: [O:1]=[C:2]1[C:11]2[CH:10]=[C:9]([C:12]([OH:14])=[O:13])[CH:8]=[CH:7][C:6]=2[N:5]=[C:4]2[CH2:15][CH2:16][CH2:17][N:3]12.[CH3:18][C:19]1[CH:26]=[CH:25][CH:24]=[CH:23][C:20]=1[CH:21]=O.C[O-].[Na+].Cl>CO>[CH3:18][C:19]1[CH:26]=[CH:25][CH:24]=[CH:23][C:20]=1[CH:21]=[C:15]1[C:4]2=[N:5][C:6]3[CH:7]=[CH:8][C:9]([C:12]([OH:14])=[O:13])=[CH:10][C:11]=3[C:2](=[O:1])[N:3]2[CH2:17][CH2:16]1 |f:2.3|. Reported procedure: 1,2,3,9-tetrahydro-9-oxo-pyrrolo[2,1-b]quinazoline-7-carboxylic acid (1.4 g) was reacted with 2-methyl-benzaldehyde (1.65 g) in methanol (50 ml) in the presence of sodium methoxide (1.3 g) under stirring at the reflux temperature for 48 hours. After cooling the reaction mixture was acidified with 37% HCl and the precipitate was filtered and washed with water until neutral: crystallization from chloroform-ethanol gave 1.2 g of 3-(2-methyl-benzylidene)-1,2,3,9-tetrahydro-9-oxo-pyrrolo[2,1-b]quinaz... Starting materials: [I-].C[SiH](C)C (trimethylsilane iodide), OC1=C(C(N(C(=C1)C)C)=O)C(C=CC1=CC(=CC=C1)OCCNC(=O)OC(C)(C)C)=O (4-hydroxy-3-[3-[3-[N-(t-butoxycarbonyl)-2-aminoethoxy]phenyl]-1-oxo-2-propenyl]-1,6-dimethyl-2(1H)-pyridinone), [I-].C[SiH](C)C (trimethylsilane iodide). The solvent is C(Cl)(Cl)Cl (chloroform). Run at time 30 minute. The product is OC1=C(C(N(C(=C1)C)C)=O)C(C=CC1=CC(=CC=C1)OCCN)=O (4-hydroxy-3-[3-[3-(2-aminoethoxy)phenyl]-1-oxo-2-propenyl]-1,6-dimethyl-2(1H)-pyridinone). The yield is 46.6%. As a reaction SMILES: [OH:1][C:2]1[CH:7]=[C:6]([CH3:8])[N:5]([CH3:9])[C:4](=[O:10])[C:3]=1[C:11](=[O:31])[CH:12]=[CH:13][C:14]1[CH:19]=[CH:18][CH:17]=[C:16]([O:20][CH2:21][CH2:22][NH:23]C(OC(C)(C)C)=O)[CH:15]=1.[I-].C[SiH](C)C>C(Cl)(Cl)Cl>[OH:1][C:2]1[CH:7]=[C:6]([CH3:8])[N:5]([CH3:9])[C:4](=[O:10])[C:3]=1[C:11](=[O:31])[CH:12]=[CH:13][C:14]1[CH:19]=[CH:18][CH:17]=[C:16]([O:20][CH2:21][CH2:22][NH2:23])[CH:15]=1 |f:1.2|. Procedure: To a mixture of 70 mg of 4-hydroxy-3-[3-[3-[N-(t-butoxycarbonyl)-2-aminoethoxy]phenyl]-1-oxo-2-propenyl]-1,6-dimethyl-2(1H)-pyridinone and 7 ml of chloroform was added 23 μl of trimethylsilane iodide, this was stirred at room temperature for 30 minutes, 46 μl of trimethylsilane iodide was further added, and this was stirred at room temperature for 30 minutes. The solvent was distilled off under reduced pressure, and the resulting crystals were filtered, and washed to obtain 25 mg of 4-hydroxy-3-... Reactants: C(C)(=O)NC(C(=O)OCC)C(C)=O (ethyl 2-acetamido-3-oxobutanoate), C(C)(=O)NC(C(=O)OCC)C(C)=O (ethyl 2-acetamido-3-oxobutanoate), NC1=CC=CC=C1 (aniline), NC1=CC=CC=C1 (aniline), FC(C(=O)O)(F)F (trifluoroacetic acid). Run in C(CCC)#N (butyronitrile). The product is CC=1N(C(=C(N1)C(=O)OCC)C)C1=CC=CC=C1 (Ethyl 2,5-dimethyl-1-phenyl-1H-imidazole-4-carboxylate). Isolated yield 76.2%. As a reaction SMILES: [C:1]([NH:4][CH:5]([C:11](=O)[CH3:12])[C:6]([O:8][CH2:9][CH3:10])=[O:7])(=O)[CH3:2].[NH2:14][C:15]1[CH:20]=[CH:19][CH:18]=[CH:17][CH:16]=1.FC(F)(F)C(O)=O>C(#N)CCC>[CH3:2][C:1]1[N:14]([C:15]2[CH:20]=[CH:19][CH:18]=[CH:17][CH:16]=2)[C:11]([CH3:12])=[C:5]([C:6]([O:8][CH2:9][CH3:10])=[O:7])[N:4]=1. Reported procedure: To a solution of ethyl 2-acetamido-3-oxobutanoate (compound 10, 5.0 g, 26.7 mmol), aniline (compound 11a, 7.3 mL, 80.1 mmol) in butyronitrile (10 mL) was added trifluoroacetic acid (6.2 mL, 80.1 mmol) at room temperature. The reaction mixture was irradiated in a microwave reactor (Biotage Initiator™) for 40 minutes at 140° C. The mixture was concentrated under reduced pressure. The residue was diluted with CH2Cl2, and washed with aqueous K2CO3. The organic layer was dried over anhydrous MgSO4, f... Starting materials: O=[N+]([O-])c1sc2ccccc2c1Br, N#C[Cu]C#N, CN(C)C=O, O. Product: N#Cc1c([N+](=O)[O-])sc2ccccc12. RXN SMILES: [Br:1][c:2]1[c:3]2[c:4]([s:5][c:6]1[N+:7](=[O:8])[O-:9])[cH:10][cH:11][cH:12][cH:13]2.[Cu:14]([C:15]#[N:16])[C:17]#[N:18].[O:20]=[CH:21][N:22]([CH3:23])[CH3:24].[OH2:19]>>[c:2]1([C:15]#[N:16])[c:3]2[c:4]([s:5][c:6]1[N+:7](=[O:8])[O-:9])[cH:10][cH:11][cH:12][cH:13]2. Reactants: FC(CO)(C(F)F)F (2,2,3,3-tetrafluoropropan-1-ol), [OH-].[K+] (potassium hydroxide), FC(C(C(C(F)(F)F)(F)F)(F)F)(S(=O)(=O)F)F (1,1,2,2,3,3,4,4,4-nonafluorobutane-1-sulfonyl fluoride), [OH-].[K+] (potassium hydroxide). The solvent is O (water). Run at time 16 hour. Product: FC(C(C(C(F)(F)F)(F)F)(F)F)(S(=O)(=O)OCC(C(F)F)(F)F)F (2,2,3,3-tetrafluoropropyl 1,1,2,2,3,3,4,4,4-nonafluorobutane-1-sulfonate). As a reaction SMILES: [F:1][C:2]([F:8])([CH:5]([F:7])[F:6])[CH2:3][OH:4].[F:9][C:10]([F:25])([S:21](F)(=[O:23])=[O:22])[C:11]([F:20])([F:19])[C:12]([F:18])([F:17])[C:13]([F:16])([F:15])[F:14].[OH-].[K+]>O>[F:25][C:10]([F:9])([S:21]([O:4][CH2:3][C:2]([F:8])([F:1])[CH:5]([F:7])[F:6])(=[O:23])=[O:22])[C:11]([F:19])([F:20])[C:12]([F:18])([F:17])[C:13]([F:16])([F:15])[F:14] |f:2.3|. Procedure details: 2,2,3,3-tetrafluoropropan-1-ol (202 g, 1.52 mol, obtained from Sinochem Corp.), 1,1,2,2,3,3,4,4,4-nonafluorobutane-1-sulfonyl fluoride (465 g, 1.52 mol, obtained from 3M Company) and water (500 g) were combined in a 3-liter, 3-necked round bottom flask. The flask was equipped with a magnetic stirrer, cold water condenser, thermocouple and an addition funnel. Aqueous potassium hydroxide (45 percent by weight, 211.5 g, 1.7 mol, obtained from Aldrich Chemical Co., Milwaukee, Wis.) was added dropwis... Reactants: C(#CCCCCCCCCCC)C=1C=C(C=O)C=CC1 (3-(1-dodecynyl)benzaldehyde), C(=O)(OCC)C=P(C1=CC=CC=C1)(C1=CC=CC=C1)C1=CC=CC=C1 (carbethoxymethylenetriphenylphosphorane). Run in C1(=CC=CC=C1)C (toluene). Conditions: temperature 80 celsius. Product: C(#CCCCCCCCCCC)C=1C=C(C=CC1)/C=C/C(=O)OCC (Ethyl trans-3-[3-(1-Dodecynyl)phenyl]-2-propenoate). Yield: 72.9%. RXN SMILES: [C:1]([C:13]1[CH:14]=[C:15]([CH:18]=[CH:19][CH:20]=1)[CH:16]=O)#[C:2][CH2:3][CH2:4][CH2:5][CH2:6][CH2:7][CH2:8][CH2:9][CH2:10][CH2:11][CH3:12].[C:21]([CH:26]=P(C1C=CC=CC=1)(C1C=CC=CC=1)C1C=CC=CC=1)([O:23][CH2:24][CH3:25])=[O:22]>C1(C)C=CC=CC=1>[C:1]([C:13]1[CH:14]=[C:15](/[CH:16]=[CH:26]/[C:21]([O:23][CH2:24][CH3:25])=[O:22])[CH:18]=[CH:19][CH:20]=1)#[C:2][CH2:3][CH2:4][CH2:5][CH2:6][CH2:7][CH2:8][CH2:9][CH2:10][CH2:11][CH3:12]. Procedure: To a solution of 3-(1-dodecynyl)benzaldehyde (23.0 g) in toluene (150 ml) was added carbethoxymethylenetriphenylphosphorane (35.5 g) in one portion. The mixture was warmed at 80° C. for 5 hr, allowed to cool to room temperature, and concentrated in vacuo. The residue was flash chromatographed over silica gel (eluted with ethyl acetate/hexane/1:15). The appropriate fractions were collected and evaporated to afford 21.1 g (73%) of product. Reaction SMILES: [BH4-:23].[CH:13]([O:14][CH2:15][CH3:16])([O:17][CH2:18][CH3:19])[O:20][CH2:21][CH3:22].[NH2:1][c:2]1[n:3][o:4][c:5]2[c:6]1[c:7]([O:11][CH3:12])[cH:8][cH:9][cH:10]2.[Na+:24]>>[NH:1]([c:2]1[n:3][o:4][c:5]2[c:6]1[c:7]([O:11][CH3:12])[cH:8][cH:9][cH:10]2)[CH3:13]. The product is CNc1noc2cccc(OC)c12. Reactants: [BH4-], CCOC(OCC)OCC, COc1cccc2onc(N)c12, [Na+].